This data is from the Open Reaction Database (ORD), a public repository of structured organic reaction records. The task is: describe an organic reaction: reactants, conditions, products, and yield The reactants are C(\C=C\C(=O)O)(=O)OC (methyl hydrogen fumarate), OCNC(CCl)=O (N-hydroxymethyl chloroacetamide), C(O)([O-])=O.[Cs+] (cesium hydrogen carbonate). Run in CN1CCCC1=O (NMP). The product is C(\C=C\C(=O)OC)(=O)OCC(N(C)OC)=O ((N-Methoxy-N-methylcarbamoyl)methyl methyl (2E) but-2-ene-1,4-dioate). Yield: 60.8%. RXN SMILES: [C:1]([O:8][CH3:9])(=[O:7])/[CH:2]=[CH:3]/[C:4]([OH:6])=[O:5].O[CH2:11][NH:12][C:13](=[O:16])[CH2:14]Cl.[C:17](=O)([O-])[OH:18].[Cs+]>CN1C(=O)CCC1>[C:4]([O:6][CH2:14][C:13](=[O:16])[N:12]([O:18][CH3:17])[CH3:11])(=[O:5])/[CH:3]=[CH:2]/[C:1]([O:8][CH3:9])=[O:7] |f:2.3|. Procedure details: Following general procedure A, methyl hydrogen fumarate (MHF) (0.50 g, 3.84 mmol) dissolved in NMP was reacted at ca. 55° C. with N-methyl, N-hydroxymethyl chloroacetamide (0.63 g, 4.61 mmol) in the presence of CsHCO3 (0.89 g, 4.61 mmol). The crude material precipitated out from a concentrated ethyl acetate (EtOAc) solution. The solid was filtered off and dried in vacuum to provide 0.54 g (61% yield) of the title compound (10) as a white solid. 1H NMR (CD3OD, 400 MHz): δ 6.92-6.89 (m, 2H), 5.01 ... Reactants: C1(CC1)N1C=C(C(C2=CC(=C(C(=C12)F)N1COCC1)F)=O)C(=O)OCC (ethyl 1-cyclopropyl-6,8-difluoro-7-(3-oxazolidinyl)-1,4-dihydro-4-oxoquinoline-3-carboxylate), C(C)O (ethanol), C([O-])([O-])=O.[Na+].[Na+] (sodium carbonate). Solvent: C(C)(=O)O (acetic acid). Conditions: time 1 hour. Product: C1(CC1)N1C=C(C(C2=CC(=C(C(=C12)F)N1COCC1)F)=O)C(=O)O (1-Cyclopropyl-6,8-difluoro-7-(3-oxazolidinyl)-1,4-dihydro-4-oxoquinoline-3-carboxylic acid). Isolated yield 66.7%. As a reaction SMILES: [CH:1]1([N:4]2[C:13]3[C:8](=[CH:9][C:10]([F:20])=[C:11]([N:15]4[CH2:19][CH2:18][O:17][CH2:16]4)[C:12]=3[F:14])[C:7](=[O:21])[C:6]([C:22]([O:24]CC)=[O:23])=[CH:5]2)[CH2:3][CH2:2]1.C(O)C.C(=O)([O-])[O-].[Na+].[Na+]>C(O)(=O)C>[CH:1]1([N:4]2[C:13]3[C:8](=[CH:9][C:10]([F:20])=[C:11]([N:15]4[CH2:19][CH2:18][O:17][CH2:16]4)[C:12]=3[F:14])[C:7](=[O:21])[C:6]([C:22]([OH:24])=[O:23])=[CH:5]2)[CH2:2][CH2:3]1 |f:2.3.4|. Reported procedure: A mixture of 182 mg of ethyl 1-cyclopropyl-6,8-difluoro-7-(3-oxazolidinyl)-1,4-dihydro-4-oxoquinoline-3-carboxylate, 5 ml of ethanol and 10 ml of 10% aq. sodium carbonate solution was stirred for 1 hour under reflux. The reaction mixture was allowed to cool down and then acidified with acetic acid. Crystals thus precipitated were collected by filtration. They were washed with water and ethanol and then dried, whereby 112 mg of the title compound was obtained. Isolated yield 97.1%. Reported procedure: A 10-mL round-bottom flask was charged with perfluorophenyl 5-(pyrrolidin-2-yl)naphthalene-2-sulfonate 2,2,2-trifluoroacetate (from STEP 2 of INTERMEDIATE KK) (56.79 mg, 0.102 mmol), DCE (509 μl), and benzaldehyde (31.0 μl, 0.306 mmol) to give a suspension. Sodium triacetoxyborohydride (43.2 mg, 0.204 mmol) was added, followed by an additional portion of DCE (509 μl) to thin the mixture. After 1 h, a saturated aq. Rochelle's salt solution (3 mL) and DCM (2 mL) were added, and the resulting mixtu... As a reaction SMILES: FC(F)(F)C(O)=O.[NH:8]1[CH2:12][CH2:11][CH2:10][CH:9]1[C:13]1[CH:22]=[CH:21][CH:20]=[C:19]2[C:14]=1[CH:15]=[CH:16][C:17]([S:23]([O:26][C:27]1[C:32]([F:33])=[C:31]([F:34])[C:30]([F:35])=[C:29]([F:36])[C:28]=1[F:37])(=[O:25])=[O:24])=[CH:18]2.[CH:38](=O)[C:39]1[CH:44]=[CH:43][CH:42]=[CH:41][CH:40]=1.C(O[BH-](OC(=O)C)OC(=O)C)(=O)C.[Na+].[C@H](O)(C([O-])=O)[C@@H](O)C([O-])=O.[Na+].[K+]>O.C(Cl)Cl.ClCCCl>[CH2:38]([N:8]1[CH2:12][CH2:11][CH2:10][CH:9]1[C:13]1[CH:22]=[CH:21][CH:20]=[C:19]2[C:14]=1[CH:15]=[CH:16][C:17]([S:23]([O:26][C:27]1[C:32]([F:33])=[C:31]([F:34])[C:30]([F:35])=[C:29]([F:36])[C:28]=1[F:37])(=[O:25])=[O:24])=[CH:18]2)[C:39]1[CH:44]=[CH:43][CH:42]=[CH:41][CH:40]=1 |f:0.1,3.4,5.6.7|. Product: C(C1=CC=CC=C1)N1C(CCC1)C1=C2C=CC(=CC2=CC=C1)S(=O)(=O)OC1=C(C(=C(C(=C1F)F)F)F)F (perfluorophenyl 5-(1-benzylpyrrolidin-2-yl)naphthalene-2-sulfonate). Starting materials: FC(C(=O)O)(F)F.N1C(CCC1)C1=C2C=CC(=CC2=CC=C1)S(=O)(=O)OC1=C(C(=C(C(=C1F)F)F)F)F (perfluorophenyl 5-(pyrrolidin-2-yl)naphthalene-2-sulfonate 2,2,2-trifluoroacetate), C(C1=CC=CC=C1)=O (benzaldehyde), [C@@H]([C@H](C(=O)[O-])O)(C(=O)[O-])O.[Na+].[K+] (Rochelle's salt), C(C)(=O)O[BH-](OC(C)=O)OC(C)=O.[Na+] (Sodium triacetoxyborohydride). Run in ClCCCl (DCE), C(Cl)Cl (DCM), O (water), ClCCCl (DCE). Reaction conditions: time 1 hour. Starting materials: ClC1=NC=CC=C1C1=C(C(=CN1S(=O)(=O)C1=CC=CC=C1)CN(C(OC(C)(C)C)=O)C)F (tert-butyl {[5-(2-chloropyridin-3-yl)-4-fluoro-1-(phenylsulfonyl)-1H-pyrrol-3-yl]methyl}methylcarbamate), CN(C=O)C (N,N-dimethylformamide), ClC1=NC=CC=C1C1=C(C(=CN1S(=O)(=O)C1=CC=CC=C1)CN(C(OC(C)(C)C)=O)C)F (tert-butyl {[5-(2-chloropyridin-3-yl)-4-fluoro-1-(phenylsulfonyl)-1H-pyrrol-3-yl]methyl}methylcarbamate). The reagents and catalysts are [C-]#N.[Zn+2].[C-]#N (zinc cyanide), C=1C=CC(=CC1)/C=C/C(=O)/C=C/C2=CC=CC=C2.C=1C=CC(=CC1)/C=C/C(=O)/C=C/C2=CC=CC=C2.C=1C=CC(=CC1)/C=C/C(=O)/C=C/C2=CC=CC=C2.[Pd].[Pd] (tris(dibenzylideneacetone)dipalladium). Run at temperature 120 celsius, time 20 hour. The product is C(#N)C1=NC=CC=C1C1=C(C(=CN1S(=O)(=O)C1=CC=CC=C1)CN(C(OC(C)(C)C)=O)C)F (tert-butyl {[5-(2-cyanopyridin-3-yl)-4-fluoro-1-(phenylsulfonyl)-1H-pyrrol-3-yl]methyl}methylcarbamate). RXN SMILES: Cl[C:2]1[C:7]([C:8]2[N:12]([S:13]([C:16]3[CH:21]=[CH:20][CH:19]=[CH:18][CH:17]=3)(=[O:15])=[O:14])[CH:11]=[C:10]([CH2:22][N:23]([CH3:31])[C:24](=[O:30])[O:25][C:26]([CH3:29])([CH3:28])[CH3:27])[C:9]=2[F:32])=[CH:6][CH:5]=[CH:4][N:3]=1.[CH3:33][N:34](C)C=O>[C-]#N.[Zn+2].[C-]#N.C1C=CC(/C=C/C(/C=C/C2C=CC=CC=2)=O)=CC=1.C1C=CC(/C=C/C(/C=C/C2C=CC=CC=2)=O)=CC=1.C1C=CC(/C=C/C(/C=C/C2C=CC=CC=2)=O)=CC=1.[Pd].[Pd]>[C:33]([C:2]1[C:7]([C:8]2[N:12]([S:13]([C:16]3[CH:21]=[CH:20][CH:19]=[CH:18][CH:17]=3)(=[O:15])=[O:14])[CH:11]=[C:10]([CH2:22][N:23]([CH3:31])[C:24](=[O:30])[O:25][C:26]([CH3:29])([CH3:28])[CH3:27])[C:9]=2[F:32])=[CH:6][CH:5]=[CH:4][N:3]=1)#[N:34] |f:2.3.4,5.6.7.8.9|. Reported procedure: A suspension of tert-butyl {[5-(2-chloropyridin-3-yl)-4-fluoro-1-(phenylsulfonyl)-1H-pyrrol-3-yl]methyl}methylcarbamate (7.24 g), zinc cyanide (3.55 g) and tetrakis(triphenylphosphine)palladium (0) (3.56 g) in N,N-dimethylformamide (80 mL) was stirred at 120° C. for 20 hr. The reaction mixture was cooled to room temperature, and insoluble materials were filtered off. Water was added to the filtrate, and the mixture was extracted with ethyl acetate. The extract washed with saturated aqueous sodiu... Reactants: O (water), FC(S(=O)(=O)OC1=NC2=C(C=CC=C2C=C1)C(CO)O)(F)F (2-trifluoromethanesulfonyloxy-8-(1,2-dihydroxyethyl)quinoline), N1C=NC=C1 (imidazole), [Si](C)(C)(C(C)(C)C)Cl (tert-butyldimethylsilyl chloride). Solvent: CN(C)C=O (DMF). The product is FC(S(=O)(=O)OC1=NC2=C(C=CC=C2C=C1)C(CO[Si](C)(C)C(C)(C)C)O)(F)F (2-trifluoromethanesulfonyloxy-8-(1-hydroxy-2-tert-butyldimethylsilyloxyethyl)quinoline). Isolated yield 87.3%. RXN SMILES: [F:1][C:2]([F:22])([F:21])[S:3]([O:6][C:7]1[CH:16]=[CH:15][C:14]2[C:9](=[C:10]([CH:17]([OH:20])[CH2:18][OH:19])[CH:11]=[CH:12][CH:13]=2)[N:8]=1)(=[O:5])=[O:4].N1C=CN=C1.[Si:28](Cl)([C:31]([CH3:34])([CH3:33])[CH3:32])([CH3:30])[CH3:29].O>CN(C=O)C>[F:22][C:2]([F:1])([F:21])[S:3]([O:6][C:7]1[CH:16]=[CH:15][C:14]2[C:9](=[C:10]([CH:17]([OH:20])[CH2:18][O:19][Si:28]([C:31]([CH3:34])([CH3:33])[CH3:32])([CH3:30])[CH3:29])[CH:11]=[CH:12][CH:13]=2)[N:8]=1)(=[O:5])=[O:4]. Reported procedure: A solution of 12 g (35 mmol) of 2-trifluoromethanesulfonyloxy-8-(1,2-dihydroxyethyl)quinoline, of 5.33 g (78.3 mmol) of imidazole and of 5.63 g of tert-butyldimethylsilyl chloride in 280 ml of DMF is stirred at ambient temperature for 16 h. 800 ml of water are added and extraction is carried out with ethyl acetate (3×250 ml). The organic phases are combined, dried over magnesium sulfate, filtered and concentrated under vacuum. The residue is purified by silica chromatographic column (eluent: cyc... Reactants: O=C([O-])[O-], Cc1nc(N2CCC(c3ccccc3)CC2)c([N+](=O)[O-])c(=O)[nH]1, CC(C)=O, O=S(=O)(OCC(F)(F)F)C(F)(F)F, [K+], [K+], [Na+], [Na+], O=C([O-])[O-]. Yields the product Cc1nc(OCC(F)(F)F)c([N+](=O)[O-])c(N2CCC(c3ccccc3)CC2)n1. RXN SMILES: [C:43](=[O:44])([O-:45])[O-:46].[CH3:14][c:15]1[n:16][c:17]([N:25]2[CH2:26][CH2:27][CH:28]([c:31]3[cH:32][cH:33][cH:34][cH:35][cH:36]3)[CH2:29][CH2:30]2)[c:18]([N+:22](=[O:23])[O-:24])[c:19](=[O:21])[nH:20]1.[CH3:49][C:50](=[O:51])[CH3:52].[F:1][C:2]([F:3])([F:4])[S:5]([O:6][CH2:7][C:8]([F:9])([F:10])[F:11])(=[O:12])=[O:13].[K+:47].[K+:48].[Na+:37].[Na+:38].[O-:39][C:40](=[O:41])[O-:42]>>[O:6]([CH2:7][C:8]([F:9])([F:10])[F:11])[c:19]1[c:18]([N+:22](=[O:23])[O-:24])[c:17]([N:25]2[CH2:26][CH2:27][CH:28]([c:31]3[cH:32][cH:33][cH:34][cH:35][cH:36]3)[CH2:29][CH2:30]2)[n:16][c:15]([CH3:14])[n:20]1.